The task is: describe an organic reaction: reactants, conditions, products, and yield. This data is from the Open Reaction Database (ORD), a public repository of structured organic reaction records. Reactants: [H-].[Na+] (sodium hydride), OC1=C(NS(C2=C1SC(=C2)C(F)(F)F)(=O)=O)C(=O)OC (4-hydroxy-3-methoxycarbonyl-6-trifluoromethyl-2H-thieno[2,3-e]-1,2-thiazine 1,1-dioxide), CI (methyl iodide). The solvent is CN(C=O)C (dimethylformamide). Conditions: time 1.5 hour. The product is OC1=C(N(S(C2=C1SC(=C2)C(F)(F)F)(=O)=O)C)C(=O)OC (4-hydroxy-3-methoxycarbonyl-2-methyl-6-trifluoromethyl-2H-thieno[ 2,3-e]-1,2-thiazine 1,1-dioxide). RXN SMILES: [OH:1][C:2]1[C:7]2[S:8][C:9]([C:11]([F:14])([F:13])[F:12])=[CH:10][C:6]=2[S:5](=[O:16])(=[O:15])[NH:4][C:3]=1[C:17]([O:19][CH3:20])=[O:18].[H-].[Na+].[CH3:23]I>CN(C)C=O>[OH:1][C:2]1[C:7]2[S:8][C:9]([C:11]([F:14])([F:13])[F:12])=[CH:10][C:6]=2[S:5](=[O:16])(=[O:15])[N:4]([CH3:23])[C:3]=1[C:17]([O:19][CH3:20])=[O:18] |f:1.2|. Procedure: A solution, cooled to -2°, of 5.65 g of 4-hydroxy-3-methoxycarbonyl-6-trifluoromethyl-2H-thieno[2,3-e]-1,2-thiazine 1,1-dioxide in 62 ml of absolute dimethylformamide is treated portionwise under a strong nitrogen stream with 0.87 g of sodium hydride (washed with benzene), the mixture is stirred at 5° for an additional 1.5 hours, then 1.49 ml of methyl iodide are added thereto in one portion, the temperature rising to about 15°. The mixture is stirred at room temperature for an additional 1.5 ho...